From a dataset of the Open Reaction Database (ORD), a public repository of structured organic reaction records. describe an organic reaction: reactants, conditions, products, and yield Reactants: ClC=1C=C(C=C(C1)Cl)NC(C)C(=O)O (N-(3,5-dichlorophenyl)-D,L-alanine), C(=O)(OC(C)(C)C)N[C@@H](CCCC)C(=O)N (BOC-Norleucine amide). Yields the product ClC=1C=C(C=C(C1)Cl)NC(C)C(=O)NC([C@H](CCCC)N)=O (N-[N-(3,5-dichlorophenyl)-D,L-alanyl]-(S)-2-aminohexanamide). As a reaction SMILES: [Cl:1][C:2]1[CH:3]=[C:4]([NH:9][CH:10]([C:12]([OH:14])=O)[CH3:11])[CH:5]=[C:6]([Cl:8])[CH:7]=1.C([NH:22][C@H:23]([C:28]([NH2:30])=[O:29])[CH2:24][CH2:25][CH2:26][CH3:27])(OC(C)(C)C)=O>>[Cl:8][C:6]1[CH:5]=[C:4]([NH:9][CH:10]([C:12]([NH:30][C:28](=[O:29])[C@@H:23]([NH2:22])[CH2:24][CH2:25][CH2:26][CH3:27])=[O:14])[CH3:11])[CH:3]=[C:2]([Cl:1])[CH:7]=1. Procedure: Following General Procedure D and using N-(3,5-dichlorophenyl)-D,L-alanine (from Example B above) and L-norleucine amide (from Example F above), the title compound was prepared. The reaction was monitored by tlc (Rf=0.15 in 3% methanol/dichloromethane) and purification of this compound was by thin layer chromatography with 3% methanol/dichloromethane. Reactants: C1(=CC=CC=C1)S(=O)(=O)NCCC1=CC(=C(OCC(=O)[O-])C=C1)[N+](=O)[O-].[Na+] (sodium 4-(2-benzenesulfonylaminoethyl)-2-nitrophenoxyacetate). The reagents and catalysts are [C].[Pd] (palladium-carbon). Solvent: CO (methanol). Reaction conditions: time 3 hour. The product is C1(=CC=CC=C1)S(=O)(=O)NCCC1=CC(=C(OCC(=O)[O-])C=C1)N.[Na+] (sodium 4-(2-benzenesulfonylaminoethyl)-2-aminophenoxyacetate). The yield is 96.2%. As a reaction SMILES: [C:1]1([S:7]([NH:10][CH2:11][CH2:12][C:13]2[CH:23]=[CH:22][C:16]([O:17][CH2:18][C:19]([O-:21])=[O:20])=[C:15]([N+:24]([O-])=O)[CH:14]=2)(=[O:9])=[O:8])[CH:6]=[CH:5][CH:4]=[CH:3][CH:2]=1.[Na+:27]>CO.[C].[Pd]>[C:1]1([S:7]([NH:10][CH2:11][CH2:12][C:13]2[CH:23]=[CH:22][C:16]([O:17][CH2:18][C:19]([O-:21])=[O:20])=[C:15]([NH2:24])[CH:14]=2)(=[O:8])=[O:9])[CH:2]=[CH:3][CH:4]=[CH:5][CH:6]=1.[Na+:27] |f:0.1,3.4,5.6|. Procedure details: 2.18 g of sodium 4-(2-benzenesulfonylaminoethyl)-2-nitrophenoxyacetate are dissolved in 50 ml of 80% methanol, and 0.44 g of 10% palladium-carbon is added thereto. After the mixture is subjected to catalytic hydrogenation for 3 hours at room temperature under atmospheric pressure, the catalyst is filtered off. The filtrate is condensed to dryness, and the residue is recrystallized from a mixture of isopropylether and water. 1.94 g of sodium 4-(2-benzenesulfonylaminoethyl)-2-aminophenoxyacetate a... Starting materials: C(C1=CC=CC=C1)N1[C@H]([C@H](CCC1)C(=O)O)CC1=CC=C(C=C1)OC (cis-1-benzyl-2-(p-methoxybenzyl)-3-piperidinecarboxylic acid), C[Li] (methyl lithium). Run in C(C)OCC (diethyl ether). Yields the product C(C)(=O)[C@@H]1[C@@H](N(CCC1)CC1=CC=CC=C1)CC1=CC=C(C=C1)OC (cis-3-acetyl-1-benzyl-2-(p-methoxybenzyl)piperidine). RXN SMILES: [CH2:1]([N:8]1[CH2:13][CH2:12][CH2:11][C@H:10]([C:14](O)=[O:15])[C@@H:9]1[CH2:17][C:18]1[CH:23]=[CH:22][C:21]([O:24][CH3:25])=[CH:20][CH:19]=1)[C:2]1[CH:7]=[CH:6][CH:5]=[CH:4][CH:3]=1.[CH3:26][Li]>C(OCC)C>[C:14]([C@H:10]1[CH2:11][CH2:12][CH2:13][N:8]([CH2:1][C:2]2[CH:3]=[CH:4][CH:5]=[CH:6][CH:7]=2)[C@H:9]1[CH2:17][C:18]1[CH:23]=[CH:22][C:21]([O:24][CH3:25])=[CH:20][CH:19]=1)(=[O:15])[CH3:26]. Procedure details: A solution of 33.9 g. of cis-1-benzyl-2-(p-methoxybenzyl)-3-piperidinecarboxylic acid in 340 ml. of diethyl ether is stirred at room temperature while 200 ml. of 1M methyl lithium is added dropwise. After this addition is completed, the reaction mixture is stirred and refluxed for 4 hours and poured over ice. The ether layer is separated and washed with 100 ml. of saturated aqueous sodium bicarbonate solution, dried, and filtered. The filtrate is concentrated to yield cis-3-acetyl-1-benzyl-2-(p-... Reactants: Nc1ccccn1, C1CCOC1, O=C(Cl)C1=Cc2ccccc2OCC1. Product: O=C(Nc1ccccn1)C1=Cc2ccccc2OCC1. Reaction SMILES: [NH2:1][c:2]1[n:3][cH:4][cH:5][cH:6][cH:7]1.[O:22]1[CH2:23][CH2:24][CH2:25][CH2:26]1.[O:8]1[c:9]2[c:10]([cH:18][cH:19][cH:20][cH:21]2)[CH:11]=[C:12]([C:15](=[O:16])[Cl:17])[CH2:13][CH2:14]1>>[NH:1]([c:2]1[n:3][cH:4][cH:5][cH:6][cH:7]1)[C:15]([C:12]1=[CH:11][c:10]2[c:9]([cH:21][cH:20][cH:19][cH:18]2)[O:8][CH2:14][CH2:13]1)=[O:16].